Task: describe an organic reaction: reactants, conditions, products, and yield. Dataset: the Open Reaction Database (ORD), a public repository of structured organic reaction records Starting materials: ClC=1C2=C(N=CN1)SC=C2C2=CC=CC=C2 (4-chloro-5-phenylthieno[2,3-d]pyrimidine), NC1CC2=CC=CC=C2C1 (2-aminoindan). The product is C1C(CC2=CC=CC=C12)NC=1C2=C(N=CN1)SC=C2C2=CC=CC=C2 (4-(2-Indanylamino)-5-phenylthieno[2,3-d]pyrimidine). The yield is 100.0%. RXN SMILES: Cl[C:2]1[C:3]2[C:10]([C:11]3[CH:16]=[CH:15][CH:14]=[CH:13][CH:12]=3)=[CH:9][S:8][C:4]=2[N:5]=[CH:6][N:7]=1.[NH2:17][CH:18]1[CH2:26][C:25]2[C:20](=[CH:21][CH:22]=[CH:23][CH:24]=2)[CH2:19]1>>[CH2:19]1[C:20]2[C:25](=[CH:24][CH:23]=[CH:22][CH:21]=2)[CH2:26][CH:18]1[NH:17][C:2]1[C:3]2[C:10]([C:11]3[CH:16]=[CH:15][CH:14]=[CH:13][CH:12]=3)=[CH:9][S:8][C:4]=2[N:5]=[CH:6][N:7]=1. Procedure: Using 4-chloro-5-phenylthieno[2,3-d]pyrimidine (50 mg, 0.20 mmol) and 2-aminoindan (110 mg, 0.80 mmol), a similar procedure to Production Example 190 was carried out. The product obtained was purified by silica gel chromatography (hexane:ethyl acetate=2:1) to obtain the title compound (67 mg, 0.20 mmol) having the following physical properties: Starting materials: [OH-].[Na+] (sodium hydroxide), BrCCCCl (1-bromo-3-chloropropane), hydrochloride salt, O (water), Cl.ClC=1C=C(C=CC1)N1CCNCC1 (1-(3-chlorophenyl)piperazine hydrochloride). The solvent is CC(=O)C (acetone). Run at time 18 hour. The product is ClC=1C=C(C=CC1)N1CCN(CC1)CCCCl (1-(3-Chlorophenyl)-4-(3-chloropropyl)piperazine). Isolated yield 9.0%. Reaction SMILES: [OH-].[Na+].O.Cl.[Cl:5][C:6]1[CH:7]=[C:8]([N:12]2[CH2:17][CH2:16][NH:15][CH2:14][CH2:13]2)[CH:9]=[CH:10][CH:11]=1.Br[CH2:19][CH2:20][CH2:21][Cl:22]>CC(C)=O>[Cl:5][C:6]1[CH:7]=[C:8]([N:12]2[CH2:17][CH2:16][N:15]([CH2:19][CH2:20][CH2:21][Cl:22])[CH2:14][CH2:13]2)[CH:9]=[CH:10][CH:11]=1 |f:0.1,3.4|. Procedure details: To a solution fo 7.36 g. (0.184 mole) of sodium hydroxide in 75 ml. of water and 75 ml. of acetone there is added 17.16 g. (0.074 mole) of 1-(3-chlorophenyl)piperazine hydrochloride and 11.59 g. (0.074 mole) of 1-bromo-3-chloropropane, and the resulting mixture is stirred at 27° for 18 hrs. The organic layer is then separated and concentrated to an oil under reduced pressure. The oil is treated with hot (85°) 6 N HCl until solution is complete, and the resulting solution is filtered and stored a...